This data is from the Open Reaction Database (ORD), a public repository of structured organic reaction records. The task is: describe an organic reaction: reactants, conditions, products, and yield The reactants are NC=1C=2N(C=CN1)C(=NC2C2=CC=C(C(=O)NC1=NC=CC=C1)C=C2)[C@H]2NCCC2 ((S)-4-(8-Amino-3-(pyrrolidin-2-yl)imidazo[1,5-a]pyrazin-1-yl)-N-(pyridin-2-yl)benzamide). Solvent: C(C#CCCC)(=O)O (hex-2-ynoic acid). Yields the product NC=1C=2N(C=CN1)C(=NC2C2=CC=C(C(=O)NC1=NC=CC=C1)C=C2)[C@H]2N(CCC2)C(C#CCCC)=O ((S)-4-(8-Amino-3-(1-hex-2-ynoylpyrrolidin-2-yl)imidazo[1,5-a]pyrazin-1-yl)-N-(pyridin-2-yl)benzamide). Isolated yield 26.2%. As a reaction SMILES: [NH2:1][C:2]1[C:3]2[N:4]([C:8]([C@@H:26]3[CH2:30][CH2:29][CH2:28][NH:27]3)=[N:9][C:10]=2[C:11]2[CH:25]=[CH:24][C:14]([C:15]([NH:17][C:18]3[CH:23]=[CH:22][CH:21]=[CH:20][N:19]=3)=[O:16])=[CH:13][CH:12]=2)[CH:5]=[CH:6][N:7]=1>C(O)(=O)C#CCCC>[NH2:1][C:2]1[C:3]2[N:4]([C:8]([C@@H:26]3[CH2:30][CH2:29][CH2:28][N:27]3[C:15](=[O:16])[C:14]#[C:13][CH2:12][CH2:11][CH3:10])=[N:9][C:10]=2[C:11]2[CH:25]=[CH:24][C:14]([C:15]([NH:17][C:18]3[CH:23]=[CH:22][CH:21]=[CH:20][N:19]=3)=[O:16])=[CH:13][CH:12]=2)[CH:5]=[CH:6][N:7]=1. Procedure details: This compound was prepared, in an analogous manner as described in Example 2, from the compound described in intermediate 2b and hex-2-ynoic acid, to afford the title compound (8.1 mg, 26.2%). Data: UPLC (C) Rt: 1.94 min; m/z 494.3 (M+H)+. The reactants are BrC=1C(=C(C=CC1)NS(=O)(=O)C1=CC=CC=C1)C#N (N-(3-Bromo-2-cyanophenyl)-benzenesulfonamide), BrC=1C(=C(C=CC1)NS(=O)(=O)C1=CC=CC=C1)C#N (N-(3-Bromo-2-cyanophenyl)-benzenesulfonamide), C(CCC)[Sn](CCCC)(CCCC)N=[N+]=[N-] (tributyltin azide). The solvent is ClC1=C(C=CC=C1)Cl (1,2-dichlorobenzene), CCOCC (ether). Yields the product BrC=1C(=C(C=CC1)NS(=O)(=O)C1=CC=CC=C1)C1=NN=NN1 (N-[3-Bromo-2-(1H-tetrazol-5-yl)-phenyl]-benzenesulfonamide). The yield is 76.6%. RXN SMILES: [Br:1][C:2]1[C:3]([C:18]#[N:19])=[C:4]([NH:8][S:9]([C:12]2[CH:17]=[CH:16][CH:15]=[CH:14][CH:13]=2)(=[O:11])=[O:10])[CH:5]=[CH:6][CH:7]=1.C([Sn]([N:33]=[N+:34]=[N-:35])(CCCC)CCCC)CCC>ClC1C=CC=CC=1Cl.CCOCC>[Br:1][C:2]1[C:3]([C:18]2[NH:35][N:34]=[N:33][N:19]=2)=[C:4]([NH:8][S:9]([C:12]2[CH:17]=[CH:16][CH:15]=[CH:14][CH:13]=2)(=[O:11])=[O:10])[CH:5]=[CH:6][CH:7]=1. Procedure: A solution of N-(3-Bromo-2-cyanophenyl)-benzenesulfonamide (Intermediate 21, 0.22 g) and tributyltin azide (0.43 g) in 1,2-dichlorobenzene (1.5 mL) was heated by microwave irradiation at 130° C. for 2 hours. The mixture was diluted with ether and extracted with aqueous 1M sodium hydroxide. The aqueous solution was acidified with 1N hydrochloric acid to pH 1 and then extracted with ethyl acetate. The organic solution was washed with brine and then dried with sodium sulfate, filtered and the filtr... Starting materials: ClC1=C(C=CC=C1)C(CC(=O)C1=CN(C(C=C1)=O)C)C1=CC(=C(C(=O)NCC)C=C1)F (4-(1-(2-chlorophenyl)-3-(1-methyl-6-oxo-1,6-dihydropyridin-3-yl)-3-oxopropyl)-N-ethyl-2-fluorobenzamide), Cl.NO (hydroxylamine hydrochloride), C(=O)(O)[O-].[Na+] (NaHCO3). Yields the product ClC1=C(C=CC=C1)C(C\C(\C1=CN(C(C=C1)=O)C)=N/O)C1=CC(=C(C(=O)NCC)C=C1)F ((E)-4-(1-(2-Chlorophenyl)-3-(hydroxyimino)-3-(1-methyl-6-oxo-1,6-dihydropyridin-3-yl)propyl)-N-ethyl-2-fluorobenzamide). As a reaction SMILES: [Cl:1][C:2]1[CH:7]=[CH:6][CH:5]=[CH:4][C:3]=1[CH:8]([C:20]1[CH:30]=[CH:29][C:23]([C:24]([NH:26][CH2:27][CH3:28])=[O:25])=[C:22]([F:31])[CH:21]=1)[CH2:9][C:10]([C:12]1[CH:17]=[CH:16][C:15](=[O:18])[N:14]([CH3:19])[CH:13]=1)=O.Cl.[NH2:33][OH:34].C([O-])(O)=O.[Na+]>>[Cl:1][C:2]1[CH:7]=[CH:6][CH:5]=[CH:4][C:3]=1[CH:8]([C:20]1[CH:30]=[CH:29][C:23]([C:24]([NH:26][CH2:27][CH3:28])=[O:25])=[C:22]([F:31])[CH:21]=1)[CH2:9]/[C:10](=[N:33]\[OH:34])/[C:12]1[CH:17]=[CH:16][C:15](=[O:18])[N:14]([CH3:19])[CH:13]=1 |f:1.2,3.4|. Procedure details: In analogy to example 151, step 3, 4-(1-(2-chlorophenyl)-3-(1-methyl-6-oxo-1,6-dihydropyridin-3-yl)-3-oxopropyl)-N-ethyl-2-fluorobenzamide was reacted with hydroxylamine hydrochloride in the presence of NaHCO3 to give the title compound containing 4% of the corresponding Z isomer as a colorless waxy solid, MS (ESI+): m/z=456.2 [M+H]+.